This data is from the Open Reaction Database (ORD), a public repository of structured organic reaction records. The task is: describe an organic reaction: reactants, conditions, products, and yield Reactants: CCOC(=O)COc1ccc(NC)cc1CCCOC, Cc1nc(-c2ccc(C(F)(F)F)cc2)sc1CCl, [H-], [I-], [Na+], [Na+], CN(C)C=O. Yields the product CCOC(=O)COc1ccc(N(C)Cc2sc(-c3ccc(C(F)(F)F)cc3)nc2C)cc1CCCOC. Reaction SMILES: [CH2:1]([CH3:2])[O:3][C:4]([CH2:5][O:6][c:7]1[c:8]([CH2:15][CH2:16][CH2:17][O:18][CH3:19])[cH:9][c:10]([NH:13][CH3:14])[cH:11][cH:12]1)=[O:20].[Cl:25][CH2:26][c:27]1[c:28]([CH3:42])[n:29][c:30](-[c:32]2[cH:33][cH:34][c:35]([C:38]([F:39])([F:40])[F:41])[cH:36][cH:37]2)[s:31]1.[H-:22].[I-:23].[Na+:21].[Na+:24].[O:43]=[CH:44][N:45]([CH3:46])[CH3:47]>>[CH2:1]([CH3:2])[O:3][C:4]([CH2:5][O:6][c:7]1[c:8]([CH2:15][CH2:16][CH2:17][O:18][CH3:19])[cH:9][c:10]([N:13]([CH3:14])[CH2:26][c:27]2[c:28]([CH3:42])[n:29][c:30](-[c:32]3[cH:33][cH:34][c:35]([C:38]([F:39])([F:40])[F:41])[cH:36][cH:37]3)[s:31]2)[cH:11][cH:12]1)=[O:20]. Reactants: CCOC(=O)c1cc([N+](=O)[O-])ccc1Cl, O=C(O)c1cc([N+](=O)[O-])ccc1Oc1ccc(F)cc1, Oc1ccc(F)cc1. The product is CCOC(=O)c1cc([N+](=O)[O-])ccc1Oc1ccc(F)cc1. Reaction SMILES: [CH2:21]([CH3:22])[O:23][C:24](=[O:25])[c:26]1[cH:27][c:28]([N+:29]([O-:30])=[O:31])[cH:32][cH:33][c:34]1[Cl:35].[F:1][c:2]1[cH:3][cH:4][c:5]([O:6][c:7]2[c:8]([C:9](=[O:10])[OH:11])[cH:12][c:13]([N+:16](=[O:17])[O-:18])[cH:14][cH:15]2)[cH:19][cH:20]1.[F:36][c:37]1[cH:38][cH:39][c:40]([OH:41])[cH:42][cH:43]1>>[F:1][c:2]1[cH:3][cH:4][c:5]([O:6][c:7]2[c:8]([C:9]([O:10][CH2:21][CH3:22])=[O:11])[cH:12][c:13]([N+:16](=[O:17])[O-:18])[cH:14][cH:15]2)[cH:19][cH:20]1. Reactants: C(=O)(O)CCC1CCC2=CC=CC=C12 (2-carboxyethylindane), FC(C(=O)O)(F)F (trifluoroacetic acid), [N+](=O)(O)[O-] (nitric acid). Conditions: time 18 hour. The product is C(=O)(O)CCC1CCC2=CC(=CC=C12)[N+](=O)[O-] (2-Carboxyethyl -5-nitroindane). RXN SMILES: [C:1]([CH2:4][CH2:5][CH:6]1[C:14]2[C:9](=[CH:10][CH:11]=[CH:12][CH:13]=2)[CH2:8][CH2:7]1)([OH:3])=[O:2].FC(F)(F)C(O)=O.[N+:22]([O-])([OH:24])=[O:23]>>[C:1]([CH2:4][CH2:5][CH:6]1[C:14]2[C:9](=[CH:10][C:11]([N+:22]([O-:24])=[O:23])=[CH:12][CH:13]=2)[CH2:8][CH2:7]1)([OH:3])=[O:2]. Reported procedure: A mixture of 2-carboxyethylindane (28.8 g, 0.15 mol) and trifluoroacetic acid (300 mL) was cooled in an ice bath and then treated with fuming nitric acid (50 mL). The reaction mixture was slowly warmed to room temperature and allowed to stir for 18 h. After removing the solvent, the residue was dissolved in an either:water mixture. The ether layer was separated and washed with water, and then saturated NaCl, and dried over magnesium sulfate. The filtrate was evaporated to give a dark syrup (34.3...